Dataset: the Open Reaction Database (ORD), a public repository of structured organic reaction records. Task: describe an organic reaction: reactants, conditions, products, and yield The reactants are C(C)(C)(C)OC(=O)N1C[C@@H](N(CC1)C(=O)OCC1=CC=CC=C1)C(NCC1=CC=C(C=C1)CCC)=O ((R)-2-(4-propyl-benzylcarbamoyl)-piperazine-1,4-dicarboxylic acid 1-benzyl ester 4-tert-butyl ester), Cl.O1CCOCC1 (hydrogen chloride 1,4-dioxane). Run in O1CCOCC1 (1,4-dioxane). The product is C(C1=CC=CC=C1)OC(=O)N1[C@H](CNCC1)C(NCC1=CC=C(C=C1)CCC)=O ((R)-2-(4-propyl-benzylcarbamoyl)-piperazine-1-carboxylic acid benzyl ester). The yield is 75.5%. RXN SMILES: C(OC([N:8]1[CH2:13][CH2:12][N:11]([C:14]([O:16][CH2:17][C:18]2[CH:23]=[CH:22][CH:21]=[CH:20][CH:19]=2)=[O:15])[C@@H:10]([C:24](=[O:36])[NH:25][CH2:26][C:27]2[CH:32]=[CH:31][C:30]([CH2:33][CH2:34][CH3:35])=[CH:29][CH:28]=2)[CH2:9]1)=O)(C)(C)C.Cl.O1CCOCC1>O1CCOCC1>[CH2:17]([O:16][C:14]([N:11]1[CH2:12][CH2:13][NH:8][CH2:9][C@@H:10]1[C:24](=[O:36])[NH:25][CH2:26][C:27]1[CH:32]=[CH:31][C:30]([CH2:33][CH2:34][CH3:35])=[CH:29][CH:28]=1)=[O:15])[C:18]1[CH:23]=[CH:22][CH:21]=[CH:20][CH:19]=1 |f:1.2|. Reported procedure: To the compound (2.64 g) obtained in Step 2 in 1,4-dioxane (13 ml) was added, with stirring at room temperature, 4N hydrogen chloride/1,4-dioxane (13 ml). After stirring at room temperature for 3 hr, the reaction mixture was concentrated under reduced pressure. Toluene was added to the residue, and the mixture was concentrated again under reduced pressure. The residue was partitioned by adding ethyl acetate and saturated aqueous sodium hydrogen carbonate solution. The organic layer was washed su... Reactants: ClC1=CC2=C(C(CCN(C2)C(NCCCC2=CC=C3C(=N2)NCCC3)=O)CC(=O)OC)C=C1 (methyl 2-{8-chloro-2-[N-(3-(1,2,3,4-tetrahydropyridino[2,3-b]pyridin-7-yl)propyl)carbamoyl]-1H,3H,4H,5H-benzo[e]azepin-5-yl}acetate), O.[OH-].[Li+] (lithium hydroxide monohydrate), Cl (hydrogen chloride). Solvent: O1CCCC1 (tetrahydrofuran), O (water). Reaction conditions: time 10 hour. Product: ClC1=CC2=C(C(CCN(C2)C(NCCCC2=CC=C3C(=N2)NCCC3)=O)CC(=O)O)C=C1 (2-{8-Chloro-2-[N-(3-(1,2,3,4-tetrahydro pyridino[2,3-b]pyridin-7-yl)propyl)carbamoyl1-1H,3H,4H,5H-benzo[e]azepin-5-yl}acetic acid). RXN SMILES: [Cl:1][C:2]1[CH:33]=[CH:32][C:5]2[CH:6]([CH2:27][C:28]([O:30]C)=[O:29])[CH2:7][CH2:8][N:9]([C:11](=[O:26])[NH:12][CH2:13][CH2:14][CH2:15][C:16]3[N:21]=[C:20]4[NH:22][CH2:23][CH2:24][CH2:25][C:19]4=[CH:18][CH:17]=3)[CH2:10][C:4]=2[CH:3]=1.O.[OH-].[Li+].Cl>O1CCCC1.O>[Cl:1][C:2]1[CH:33]=[CH:32][C:5]2[CH:6]([CH2:27][C:28]([OH:30])=[O:29])[CH2:7][CH2:8][N:9]([C:11](=[O:26])[NH:12][CH2:13][CH2:14][CH2:15][C:16]3[N:21]=[C:20]4[NH:22][CH2:23][CH2:24][CH2:25][C:19]4=[CH:18][CH:17]=3)[CH2:10][C:4]=2[CH:3]=1 |f:1.2.3|. Reported procedure: To a stirring solution of methyl 2-{8-chloro-2-[N-(3-(1,2,3,4-tetrahydropyridino[2,3-b]pyridin-7-yl)propyl)carbamoyl]-1H,3H,4H,5H-benzo[e]azepin-5-yl}acetate (1 eq) in tetrahydrofuran (0.05 M) and water (0.05 M) was added lithium hydroxide monohydrate (1.5 eq). The reaction mixture was stirred at room temperature for 10 h. 1 M of hydrogen chloride (1.5 eq) was added and the reaction solvent was evaporated in vacuo. The residue was diluted with (5% MeOH/CH2Cl2 and the precipitate was filtered. Th...